This data is from the Open Reaction Database (ORD), a public repository of structured organic reaction records. The task is: describe an organic reaction: reactants, conditions, products, and yield Reported procedure: This compound was prepared using the procedure described in Example 21, steps b) to f), using 3-(2-fluorophenyl)-4-hydroxy-2-furanone (cf Example 2) instead of 3-tert-butyl-4-hydroxy-2-furanone and 2,6-difluorobenzoic hydrazide instead of 2,5-difluorobenzoic hydrazide in step e). Data for the title compound: mp=163° C.; 1H NMR (360 MHz, CDCl3) δ 3.78 (3H, s), 5.52 (2H, s), 7.16 (2H, m), 7.24-7.29 (2H, m), 7.38-7.44 (1H, m), 7.60-7.65 (2H, m), 7.85 (1H, s), 9.31 (1H, s); MS (ES+) m/e 438 [MH]+. The product is FC1=C(C(=CC=C1)F)C1=NN=CC=2N1N=C(C2C2=C(C=CC=C2)F)OCC=2N(N=CN2)C (7-(2,6-Difluorophenyl)-3-(2-fluorophenyl)-2-(2-methyl-2H-[1,2,4]triazol-3-ylmethoxy)pyrazolo[1,5-d][1,2,4]triazine). Reaction SMILES: [F:1][C:2]1[CH:7]=[CH:6][CH:5]=[CH:4][C:3]=1[C:8]1[C:9]([O:24][CH2:25][C:26]2[N:27]([CH3:31])[N:28]=[CH:29][N:30]=2)=[N:10][N:11]2[C:16]=1[CH:15]=[N:14][N:13]=[C:12]2[C:17]1[CH:22]=[CH:21][CH:20]=[CH:19][C:18]=1[F:23].[F:32]C1C=CC=C(F)C=1C(NN)=O>>[F:23][C:18]1[CH:19]=[CH:20][CH:21]=[C:22]([F:32])[C:17]=1[C:12]1[N:11]2[N:10]=[C:9]([O:24][CH2:25][C:26]3[N:27]([CH3:31])[N:28]=[CH:29][N:30]=3)[C:8]([C:3]3[CH:4]=[CH:5][CH:6]=[CH:7][C:2]=3[F:1])=[C:16]2[CH:15]=[N:14][N:13]=1. The reactants are FC1=C(C=CC=C1)C=1C(=NN2C(=NN=CC21)C2=C(C=CC=C2)F)OCC=2N(N=CN2)C (3-(2-Fluorophenyl)-7-(2-fluorophenyl)-2-(2-methyl-2H-[1,2,4]triazol-3-ylmethoxy)pyrazolo[1,5-d][1,2,4]triazine), FC1=C(C(=O)NN)C(=CC=C1)F (2,6-difluorobenzoic hydrazide).